This data is from the Open Reaction Database (ORD), a public repository of structured organic reaction records. The task is: describe an organic reaction: reactants, conditions, products, and yield Starting materials: C1(CCCCC1)N=C=NC1CCCCC1 (dicyclohexylcarbodiimide), FC(OC1=CC=C(C(=O)O)C=C1)(F)F (4-trifluoromethoxybenzoic acid), C(CC)C1=CC=C(C=C1)O (4-propylphenol), CN(C)C1=NC=CC=C1 (dimethylaminopyridine), C(C(=O)O)(=O)O (oxalic acid). Run in C1(=CC=CC=C1)C (toluene), C1(=CC=CC=C1)C (toluene), O (water). Reaction conditions: time 2 hour. Yields the product FC(OC1=CC=C(C(=O)OC2=CC=C(C=C2)CCC)C=C1)(F)F (4-propylphenyl 4-(trifluoromethoxy)-benzoate). RXN SMILES: C1(N=C=NC2CCCCC2)CCCCC1.[F:16][C:17]([F:29])([F:28])[O:18][C:19]1[CH:27]=[CH:26][C:22]([C:23]([OH:25])=[O:24])=[CH:21][CH:20]=1.[CH2:30]([C:33]1[CH:38]=[CH:37][C:36](O)=[CH:35][CH:34]=1)[CH2:31][CH3:32].CN(C1C=CC=CN=1)C.C(O)(=O)C(O)=O>C1(C)C=CC=CC=1.O>[F:16][C:17]([F:28])([F:29])[O:18][C:19]1[CH:27]=[CH:26][C:22]([C:23]([O:25][C:36]2[CH:37]=[CH:38][C:33]([CH2:30][CH2:31][CH3:32])=[CH:34][CH:35]=2)=[O:24])=[CH:21][CH:20]=1. Reported procedure: 10.0 g of dicyclohexylcarbodiimide in 20 ml of toluene are added with water cooling to a mixture of 9.1 g of 4-trifluoromethoxybenzoic acid, 6.0 g of 4-propylphenol, 2.7 g of dimethylaminopyridine and 30 ml of toluene. The mixture is stirred for 2 hours, 1 g of oxalic acid is added, and the mixture is stirred for a further hour and filtered with suction. The filtrate is washed by shaking with 1M HCl, the phases are separated, and the organic phase is washed by shaking with 1M NaOH and worked up.... Reactants: CC1CN(CCC1)CC=1C=C(OCCCCN)C=CC1 (4-[3-[(3-methylpiperidin-1-yl) methyl]phenoxy]-butanamine), BrC1=NN=C(S1)N (5-bromo-1,3,4-thiadiazole2-amine). Product: CC1CN(CCC1)CC=1C=C(OCCCCNC=2SC(=NN2)N)C=CC1 (N-[4 [3-((3-Methylpiperidin-1-yl)methyl)phenoxy]butyl]1,3,4-thiadiazole-2,5-diamine). Yield: 54.0%. RXN SMILES: [CH3:1][CH:2]1[CH2:7][CH2:6][CH2:5][N:4]([CH2:8][C:9]2[CH:10]=[C:11]([CH:18]=[CH:19][CH:20]=2)[O:12][CH2:13][CH2:14][CH2:15][CH2:16][NH2:17])[CH2:3]1.Br[C:22]1[S:26][C:25]([NH2:27])=[N:24][N:23]=1>>[CH3:1][CH:2]1[CH2:7][CH2:6][CH2:5][N:4]([CH2:8][C:9]2[CH:10]=[C:11]([CH:18]=[CH:19][CH:20]=2)[O:12][CH2:13][CH2:14][CH2:15][CH2:16][NH:17][C:22]2[S:26][C:25]([NH2:27])=[N:24][N:23]=2)[CH2:3]1. Reported procedure: The compound is prepared by a method analogous to that of Example 51 from 4-[3-[(3-methylpiperidin-1-yl) methyl]phenoxy]-butanamine and 5-bromo-1,3,4-thiadiazole2-amine. Yield: 54% of theoretical: melting point: 123°-124° C. Run in C(C)OCC (Diethyl ether). Procedure: A mixture of 4-(1-indolinyl)-6-methyl-2-(methylamino)pyridine (0.45 g, 1.88 mM), 30% w/w palladium on charcoal (0.045 g) and diphenyl ether (10 ml) was heated under reflux for 45 minutes. The mixture was cooled. Diethyl ether (50 ml) was added and the catalyst removed by filtration through diatomaceous earth. The filter cake was washed with diethyl ether (50 ml). The filtrate and washings were concentrated under reduced pressure. The yellow solid obtained was further purified by flash chromatogr... Yield: 94.1%. RXN SMILES: [N:1]1([C:10]2[CH:15]=[C:14]([CH3:16])[N:13]=[C:12]([NH:17][CH3:18])[CH:11]=2)[C:9]2[C:4](=[CH:5][CH:6]=[CH:7][CH:8]=2)[CH2:3][CH2:2]1.C1(OC2C=CC=CC=2)C=CC=CC=1>[Pd].C(OCC)C>[N:1]1([C:10]2[CH:15]=[C:14]([CH3:16])[N:13]=[C:12]([NH:17][CH3:18])[CH:11]=2)[C:9]2[C:4](=[CH:5][CH:6]=[CH:7][CH:8]=2)[CH:3]=[CH:2]1. Product: N1(C=CC2=CC=CC=C12)C1=CC(=NC(=C1)C)NC (4-(1-indolyl)-6-methyl-2-methylaminopyridine). The reagents and catalysts are [Pd] (palladium on charcoal). Starting materials: N1(CCC2=CC=CC=C12)C1=CC(=NC(=C1)C)NC (4-(1-indolinyl)-6-methyl-2-(methylamino)pyridine), C1(=CC=CC=C1)OC1=CC=CC=C1 (diphenyl ether). Reactants: [BH4-], CCO, CC(C)Oc1c(F)cc(C=O)cc1F, [Na+]. The product is CC(C)Oc1c(F)cc(CO)cc1F. Reaction SMILES: [BH4-:15].[CH3:17][CH2:18][OH:19].[F:1][c:2]1[cH:3][c:4]([CH:5]=[O:6])[cH:7][c:8]([F:14])[c:9]1[O:10][CH:11]([CH3:12])[CH3:13].[Na+:16]>>[F:1][c:2]1[cH:3][c:4]([CH2:5][OH:6])[cH:7][c:8]([F:14])[c:9]1[O:10][CH:11]([CH3:12])[CH3:13]. Starting materials: CC(N=C=NC(C)C)C (DIC), ClC1=C(C=C(CNC(=O)C2(CC2)C(F)(F)F)C=C1)N=C=S (N-(4-Chloro-3-isothiocyanatobenzyl)-1-trifluoromethyl-cyclopropane carboxamide), ClC=1C(=CC(=C(N)C1)NC)N1CCN(CC1)C1=CC=C(C=C1)C(F)(F)F (5-Chloro-2-methylamino-4-(4-(4-trifluoromethylphenyl)piperazin-1-yl)aniline), CC(N=C=NC(C)C)C (DIC). Run at time 1 hour. Product: ClC1=C(C=C(CNC(=O)C2(CC2)C(F)(F)F)C=C1)NC1=NC2=C(N1C)C=C(C(=C2)Cl)N2CCN(CC2)C2=CC=C(C=C2)C(F)(F)F (N-{4-Chloro-3-[5-chloro-1-methyl-6-(4-(4-trifluoromethylphenyl)piperazin-1-yl)-1H-benzimidazol-2-ylamino]-benzyl}-1-trifluoromethyl-cyclopropanamide). As a reaction SMILES: [Cl:1][C:2]1[CH:18]=[CH:17][C:5]([CH2:6][NH:7][C:8]([C:10]2([C:13]([F:16])([F:15])[F:14])[CH2:12][CH2:11]2)=[O:9])=[CH:4][C:3]=1[N:19]=[C:20]=S.[Cl:22][C:23]1[C:24]([N:32]2[CH2:37][CH2:36][N:35]([C:38]3[CH:43]=[CH:42][C:41]([C:44]([F:47])([F:46])[F:45])=[CH:40][CH:39]=3)[CH2:34][CH2:33]2)=[CH:25][C:26]([NH:30][CH3:31])=[C:27]([CH:29]=1)[NH2:28].CC(C)N=C=NC(C)C>>[Cl:1][C:2]1[CH:18]=[CH:17][C:5]([CH2:6][NH:7][C:8]([C:10]2([C:13]([F:16])([F:15])[F:14])[CH2:12][CH2:11]2)=[O:9])=[CH:4][C:3]=1[NH:19][C:20]1[N:30]([CH3:31])[C:26]2[CH:25]=[C:24]([N:32]3[CH2:37][CH2:36][N:35]([C:38]4[CH:39]=[CH:40][C:41]([C:44]([F:45])([F:47])[F:46])=[CH:42][CH:43]=4)[CH2:34][CH2:33]3)[C:23]([Cl:22])=[CH:29][C:27]=2[N:28]=1. Reported procedure: N-(4-Chloro-3-isothiocyanatobenzyl)-1-trifluoromethyl-cyclopropane carboxamide (161 mg, 0.48 mmol) was added to the THF solution from step (a) above and the mixture was concentrated. DMF (2 mL) was added to the residue, the mixture was stirred at rt for 1 h and DIC (67 mg, 0.53 mmol) was added. The mixture was stirred at rt overnight, another portion of DIC (17 mg, 0.13 mmol) was added and the mixture was stirred at rt overnight. The mixture was concentrated and the residue was purified by colum... The reactants are ClC1=NS(C2=C(N1C)C=CC=C2)(=O)=O (3-chloro-4-methyl-1,2,4-benzothiadiazine-1,1-dioxide), N1(CCCCC1)CC=1C=C(OCCCN)C=CC1 (3-[3-(piperidinomethyl)phenoxy]propylamine). The product is CN1C=NS(C2=C1C=CC=C2)(=O)=O (4-methyl-1,2,4-benzothiadiazine-1,1-dioxide). Reaction SMILES: Cl[C:2]1[N:7]([CH3:8])[C:6]2[CH:9]=[CH:10][CH:11]=[CH:12][C:5]=2[S:4](=[O:14])(=[O:13])[N:3]=1.N1(CC2C=C(C=CC=2)OCCCN)CCCCC1>>[CH3:8][N:7]1[C:6]2[CH:9]=[CH:10][CH:11]=[CH:12][C:5]=2[S:4](=[O:14])(=[O:13])[N:3]=[CH:2]1. Procedure details: The 3-chloro-4-methyl-1,2,4-benzothiadiazine-1,1-dioxide obtained in Reference Example 4 was reacted with 3-[3-(piperidinomethyl)phenoxy]propylamine in the same manner as in Example 1 to obtain 3-[N-]3-[3-(piperidinomethyl)phenoxy]-propyl]amino)-4-methyl-1,2,4-benzothiadiazine-1,1-dioxide. In an argon stream with ice cooling, 0.18 g of 60% sodium hydride was added to a solution of 1.78 g of this dioxide in 10 ml of N,N-dimethylformamide. To the mixture was added dropwise 0.6 g of acetoxyacetyl c... Reported procedure: Iodobenzene diacetate (6.54 g, 20.29 mmol) was added to (3R)-4-(2-chloro-6-(methylsulfinylmethyl)pyrimidin-4-yl)-3-methylmorpholine (5.88 g, 20.29 mmol), 2,2,2-trifluoroacetamide (4.59 g, 40.58 mmol), magnesium oxide (3.27 g, 81.16 mmol) and rhodium(II) acetate dimer (0.224 g, 0.51 mmol) in DCM (169 ml) under air. The resulting suspension was stirred at RT for 3 days. Further 2,2,2-trifluoroacetamide (1.15 g, 10.15 mmol), magnesium oxide (0.818 g, 20.29 mmol), rhodium(II) acetate dimer (0.056 g,... Isolated yield 71.1%. RXN SMILES: Cl[C:2]1[N:7]=[C:6]([N:8]2[CH2:13][CH2:12][O:11][CH2:10][C@H:9]2[CH3:14])[CH:5]=[C:4]([C:15]2([S@:18]([CH3:21])(=[NH:20])=[O:19])[CH2:17][CH2:16]2)[N:3]=1.C([O-])([O-])=O.[Na+].[Na+].CC1(C)C(C)(C)OB([C:36]2[CH:41]=[CH:40][N:39]=[C:38]3[N:42](S(C4C=CC(C)=CC=4)(=O)=O)[CH:43]=[CH:44][C:37]=23)O1.[OH-].[Na+].Cl>COCCOC.O.Cl[Pd](Cl)([P](C1C=CC=CC=1)(C1C=CC=CC=1)C1C=CC=CC=1)[P](C1C=CC=CC=1)(C1C=CC=CC=1)C1C=CC=CC=1>[CH3:14][C@@H:9]1[CH2:10][O:11][CH2:12][CH2:13][N:8]1[C:6]1[CH:5]=[C:4]([C:15]2([S@@:18]([CH3:21])(=[NH:20])=[O:19])[CH2:17][CH2:16]2)[N:3]=[C:2]([C:36]2[CH:41]=[CH:40][N:39]=[C:38]3[NH:42][CH:43]=[CH:44][C:37]=23)[N:7]=1 |f:1.2.3,5.6,8.9,^1:68,87|. Solvent: COCCOC.O (DME water). Run at temperature 90 celsius, time 4 hour. Yields the product C[C@H]1N(CCOC1)C1=NC(=NC(=C1)C1(CC1)[S@](=O)(=N)C)C1=C2C(=NC=C1)NC=C2 (4-{4-[(3R)-3-Methylmorpholin-4-yl]-6-[1-((S)—S-methylsulfonimidoyl)cyclopropyl]pyrimidin-2-yl}-1H-pyrrolo[2,3-b]pyridine). Starting materials: ClC1=NC(=CC(=N1)N1[C@@H](COCC1)C)C1(CC1)[S@@](=O)(=N)C ((3R)-4-(2-chloro-6-(1-((R)—S-methylsulfonimidoyl)cyclopropyl)pyrimidin-4-yl)-3-methylmorpholine), C(=O)([O-])[O-].[Na+].[Na+] (Na2CO3), CC1(OB(OC1(C)C)C1=C2C(=NC=C1)N(C=C2)S(=O)(=O)C2=CC=C(C)C=C2)C (4-(4,4,5,5-tetramethyl-1,3,2-dioxaborolan-2-yl)-1-tosyl-1H-pyrrolo[2,3-b]pyridine), [OH-].[Na+] (Sodium hydroxide), aqueous solution, Cl (HCl). The reagents and catalysts are Cl[Pd]([P](C1=CC=CC=C1)(C2=CC=CC=C2)C3=CC=CC=C3)([P](C4=CC=CC=C4)(C5=CC=CC=C5)C6=CC=CC=C6)Cl (Dichlorobis(triphenylphosphine)palladium(II)).